This data is from the Open Reaction Database (ORD), a public repository of structured organic reaction records. The task is: describe an organic reaction: reactants, conditions, products, and yield Starting materials: O([Na])C (NaOCH3), ClC1=NC2=C(C=C(C=C2C(=C1CC1=CC(=CC=C1)C(F)(F)F)Cl)C(=O)C1=CN=CN1C)C ((2,4-Dichloro-8-methyl-3-(3-(trifluoromethyl)benzyl)quinolin-6-yl)(1-methyl-1H-imidazol-5-yl)methanone), ClC1=NC2=C(C=C(C=C2C(=C1CC1=CC(=CC=C1)C(F)(F)F)Cl)C(=O)C1=CN=CN1C)C ((2,4-Dichloro-8-methyl-3-(3-(trifluoromethyl)benzyl)quinolin-6-yl)(1-methyl-1H-imidazol-5-yl)methanone), C[O-].[Na+] (sodium methoxide). Run in C1(=CC=CC=C1)C (toluene), C(Cl)Cl (DCM). Conditions: temperature 110 celsius, time 24 hour. The product is ClC1=C(C(=NC2=C(C=C(C=C12)C(=O)C1=CN=CN1C)C)OC)CC1=CC(=CC=C1)C(F)(F)F (4-Chloro-2-methoxy-8-methyl-3-(3-(trifluoromethyl)benzyl)quinolin-6-yl(1-methyl-1H-Imidazol-5-yl)methanone). RXN SMILES: Cl[C:2]1[C:11]([CH2:12][C:13]2[CH:18]=[CH:17][CH:16]=[C:15]([C:19]([F:22])([F:21])[F:20])[CH:14]=2)=[C:10]([Cl:23])[C:9]2[C:4](=[C:5]([CH3:32])[CH:6]=[C:7]([C:24]([C:26]3[N:30]([CH3:31])[CH:29]=[N:28][CH:27]=3)=[O:25])[CH:8]=2)[N:3]=1.[CH3:33][O-:34].[Na+]>C1(C)C=CC=CC=1.C(Cl)Cl>[Cl:23][C:10]1[C:9]2[C:4](=[C:5]([CH3:32])[CH:6]=[C:7]([C:24]([C:26]3[N:30]([CH3:31])[CH:29]=[N:28][CH:27]=3)=[O:25])[CH:8]=2)[N:3]=[C:2]([O:34][CH3:33])[C:11]=1[CH2:12][C:13]1[CH:18]=[CH:17][CH:16]=[C:15]([C:19]([F:22])([F:21])[F:20])[CH:14]=1 |f:1.2|. Reported procedure: A mixture of (2,4-dichloro-8-methyl-3-(3-(trifluoromethyl)benzyl)quinolin-6-yl)(1-methyl-1H-imidazol-5-yl)methanone (0.87 g, 1.83 mmol, Intermediate 15: step c) and dry sodium methoxide (0.58 g, 10.75 mmol) in toluene was heated in a sealed tube at 110° C. for 12 hours. Starting material was still present, therefore additional NaOCH3 (198 mg, 3.66 mmol) was added and stirring was continued at 110° C. for another 24 hours. The mixture was then cooled to room temperature, diluted with DCM, stirred... As a reaction SMILES: [CH2:1]([O:8][C:9]([NH:11][CH2:12][CH2:13][NH:14][C:15](=[O:26])[C@H:16]([CH3:25])[NH:17]C(OC(C)(C)C)=O)=[O:10])[C:2]1[CH:7]=[CH:6][CH:5]=[CH:4][CH:3]=1.FC(F)(F)C(O)=O>ClCCl>[CH2:1]([O:8][C:9]([NH:11][CH2:12][CH2:13][NH:14][C:15](=[O:26])[C@H:16]([CH3:25])[NH2:17])=[O:10])[C:2]1[CH:7]=[CH:6][CH:5]=[CH:4][CH:3]=1. Reactants: C(C1=CC=CC=C1)OC(=O)NCCNC([C@@H](NC(=O)OC(C)(C)C)C)=O (N-BOC-L-alanine, 2-(benzyloxycarbonylamino)ethyl amide), FC(C(=O)O)(F)F (trifluoroacetic acid). Product: C(C1=CC=CC=C1)OC(=O)NCCNC([C@@H](N)C)=O (L-alanine, 2-(benzyloxycarbonylamino)ethyl amide). Run in ClCCl (dichloromethane). Reported procedure: A solution of 12.0 g (0.033 mol) of (1g) in 25 ml of dichloromethane was cooled with an ice bath and 25 ml of trifluoroacetic acid was added. The solution was stirred at ca 5° C. for 20 minutes, then allowed to stir to room temperature. After 90 minutes, the dichloromethane and trifluoroacetic acid were removed in vacuo. The resulting residue was dissolved in 200 ml of ethyl acetate and washed with 2M sodium hydroxide (200 ml) and brine (100 ml). After drying over anhydrous magnesium sulfate, th... Isolated yield 89.8%. Conditions: time 20 minute. The reactants are C(C)(=O)NC(C(=O)NC(C)(C)C)(CCCCB1OC(C(O1)(C)C)(C)C)CCCCl (2-acetamido-N-tert-butyl-2-(3-chloropropyl)-6-(4,4,5,5-tetramethyl-1,3,2-dioxaborolan-2-yl)hexanamide), [Na+].[I-] (NaI), N1CCCC1 (pyrolidine). Run in C(C)#N (acetonitrile), O (water). Reaction conditions: temperature 50 celsius, time 8 hour. Product: C(C)(=O)NC(C(=O)NC(C)(C)C)(CCCCB1OC(C(O1)(C)C)(C)C)CCCN1CCCC1 (2-acetamido-N-tert-butyl-2-(3-(pyrrolidin-1-yl)propyl)-6-(4,4,5,5-tetramethyl-1,3,2-dioxaborolan-2-yl)hexanamide). The yield is 74.0%. Reaction SMILES: [C:1]([NH:4][C:5]([CH2:26][CH2:27][CH2:28]Cl)([CH2:13][CH2:14][CH2:15][CH2:16][B:17]1[O:21][C:20]([CH3:23])([CH3:22])[C:19]([CH3:25])([CH3:24])[O:18]1)[C:6]([NH:8][C:9]([CH3:12])([CH3:11])[CH3:10])=[O:7])(=[O:3])[CH3:2].[Na+].[I-].[NH:32]1[CH2:36][CH2:35][CH2:34][CH2:33]1>C(#N)C.O>[C:1]([NH:4][C:5]([CH2:26][CH2:27][CH2:28][N:32]1[CH2:36][CH2:35][CH2:34][CH2:33]1)([CH2:13][CH2:14][CH2:15][CH2:16][B:17]1[O:21][C:20]([CH3:23])([CH3:22])[C:19]([CH3:25])([CH3:24])[O:18]1)[C:6]([NH:8][C:9]([CH3:12])([CH3:11])[CH3:10])=[O:7])(=[O:3])[CH3:2] |f:1.2|. Procedure details: A solution of 2-acetamido-N-tert-butyl-2-(3-chloropropyl)-6-(4,4,5,5-tetramethyl-1,3,2-dioxaborolan-2-yl)hexanamide (0.39 g, 0.9 mmol) in acetonitrile was treated with NaI (10% mol) and pyrolidine (0.75 mL, 9 mmol). The mixture was warmed to 50° C. and stirred overnight. After cooling to room temperature, the reaction was diluted with water, extracted with dichloromethane, dried over MgSO4, and concentrated to give crude 2-acetamido-N-tert-butyl-2-(3-(pyrrolidin-1-yl)propyl)-6-(4,4,5,5-tetrameth... The reactants are CC=1SC=C(C1Br)C (2,4-dimethyl-3-bromothiophene), CN(C=O)C (dimethylformamide), ice water, CCOCC (ether), C(CCC)[Li] (n-butyl lithium). Run in CCCCCC (hexane). Reaction conditions: temperature -20 celsius, time 8 hour. The product is CC=1SC=C(C1C=O)C (2,4-dimethylthiophene-3-carboxaldehyde). As a reaction SMILES: [CH3:1][C:2]1[S:3][CH:4]=[C:5]([CH3:8])[C:6]=1Br.C[CH2:10][O:11]CC.C([Li])CCC.CN(C)C=O>CCCCCC>[CH3:1][C:2]1[S:3][CH:4]=[C:5]([CH3:8])[C:6]=1[CH:10]=[O:11]. Reported procedure: A solution of 15 g. (79.0 mmol) of 2,4-dimethyl-3-bromothiophene in 120 ml. of dry ether was cooled to -70° C. and 36 ml. of a hexane solution of n-butyl lithium (2.4 molar, 86.4 mmol) were added dropwise. The reaction mixture was allowed to warm up to -20° C. for 10 min., cooled again to -70° C. and then quenched by adding dropwise 15 g. (0.205 mol) of dimethylformamide. The mixture was stirred at room temperature overnight, poured into ice water, stirred for 15 min. and extracted four times wi...